This data is from the Open Reaction Database (ORD), a public repository of structured organic reaction records. The task is: describe an organic reaction: reactants, conditions, products, and yield Starting materials: resultant solution, N1=CN=CC=C1 (pyrimidine), [H-].[Na+] (sodium hydride), oil, O1C[C@@H](CC1)C=1C=C(C(=CC1)C)S(=O)(=O)[O-] (4-{(S)-tetrahydrofuran-3-yl}toluenesulphonate), NC=1C2=C(N=CN1)NC=C2C2=CC=C(C=C2)OC2=CC=CC=C2 (4-amino-5-(4-phenoxyphenyl)-7H-pyrrolo[2,3-d]pyrimidine). Solvent: CN(C=O)C (N,N-dimethylformamide), CN(C=O)C (N,N-dimethylformamide), CN(C=O)C (N,N-dimethylformamide), C(C)(=O)OCC.C(C)N(CC)CC.CO (ethyl acetate triethylamine methanol). Reaction conditions: time 30 minute. Yields the product NC=1C2=C(N=CN1)N(C=C2C2=CC=C(C=C2)OC2=CC=CC=C2)C2COCC2 (4-amino-5-(4-phenoxyphenyl)-7-(3-tetrahydrofuryl)-7H-pyrrolo[2,3-d]pyrimidine). Yield: 75.0%. Reaction SMILES: [NH2:1][C:2]1[C:3]2[C:10]([C:11]3[CH:16]=[CH:15][C:14]([O:17][C:18]4[CH:23]=[CH:22][CH:21]=[CH:20][CH:19]=4)=[CH:13][CH:12]=3)=[CH:9][NH:8][C:4]=2[N:5]=[CH:6][N:7]=1.N1C=CC=NC=1.[H-].[Na+].[O:32]1[CH2:36][CH2:35][C@@H:34](C2C=C(S([O-])(=O)=O)C(C)=CC=2)[CH2:33]1>CN(C)C=O.C(OCC)(=O)C.C(N(CC)CC)C.CO>[NH2:1][C:2]1[C:3]2[C:10]([C:11]3[CH:12]=[CH:13][C:14]([O:17][C:18]4[CH:23]=[CH:22][CH:21]=[CH:20][CH:19]=4)=[CH:15][CH:16]=3)=[CH:9][N:8]([CH:34]3[CH2:35][CH2:36][O:32][CH2:33]3)[C:4]=2[N:5]=[CH:6][N:7]=1 |f:2.3,6.7.8|. Reported procedure: To a stirred suspension of 4-amino-5-(4-phenoxyphenyl)-7H-pyrrolo[2,3-d]pyrimidine (4.83 g, 16 mmol) in N,N-dimethylformamide (80 mL), under an d]pyrimidine (4.83 g, 16 mmol) in N,N-dimethylformamide (80 mL), under an atmosphere of nitrogen, was added 60% sodium hydride in mineral oil (0.75 g, 19 mmol), and the mixture stirred at room temperature for 30 minutes. The resultant dark solution was treated with a solution of 4-{(S)-tetrahydrofuran-3-yl}toluenesulphonate (4.20 g, 18 mmol) in N,N-dimet...